Dataset: the Open Reaction Database (ORD), a public repository of structured organic reaction records. Task: describe an organic reaction: reactants, conditions, products, and yield Starting materials: ClC1=C(C=C(C=2OC(CC21)C(=O)O)Cl)C(C2=CC=C(C=C2)F)=O (4,7-dichloro-2,3-dihydro-5-(4-fluorobenzoyl)benzo[b]furan-2-carboxylic acid), Cl.NO (hydroxylamine hydrochloride). Solvent: N1=CC=CC=C1 (pyridine). Product: ClC1=C(C=C(C=2OC(CC21)C(=O)O)Cl)C(C2=CC=C(C=C2)F)=NO (4,7-dichloro-2,3-dihydro-5-(4-fluoro-α-hydroxyiminobenzyl)benzo[b]furan-2-carboxylic acid). The yield is 99.0%. RXN SMILES: [Cl:1][C:2]1[C:10]2[CH2:9][CH:8]([C:11]([OH:13])=[O:12])[O:7][C:6]=2[C:5]([Cl:14])=[CH:4][C:3]=1[C:15](=O)[C:16]1[CH:21]=[CH:20][C:19]([F:22])=[CH:18][CH:17]=1.Cl.[NH2:25][OH:26]>N1C=CC=CC=1>[Cl:1][C:2]1[C:10]2[CH2:9][CH:8]([C:11]([OH:13])=[O:12])[O:7][C:6]=2[C:5]([Cl:14])=[CH:4][C:3]=1[C:15](=[N:25][OH:26])[C:16]1[CH:21]=[CH:20][C:19]([F:22])=[CH:18][CH:17]=1 |f:1.2|. Procedure details: A mixture of 4,7-dichloro-2,3-dihydro-5-(4-fluorobenzoyl)benzo[b]furan-2-carboxylic acid (12.4 g), hydroxylamine hydrochloride (20.6 g) and pyridine (120 ml) was refluxed for 5.5 hours. Aftre distilling off the solvent, water was added to the mixture, which then was rendered acidic with HCl and subjected to extraction with ether. The ether layer was washed with water and dried. By distilling off the solvent, 12.8 g of 4,7-dichloro-2,3-dihydro-5-(4-fluoro-α-hydroxyiminobenzyl)benzo[b]furan-2-carb... Reactants: OCC(C)O (1,2-dihydroxypropane), [N+](=O)([O-])C1=C(C=CC=C1)Cl (nitrochlorobenzene), [OH-].[Na+] (sodium hydroxide). Run in CS(=O)C (DMSO). Product: [N+](=O)([O-])C1=CC=C(OCC(C)OC2=CC=C(C=C2)[N+](=O)[O-])C=C1 (1,2-bis-(4-nitrophenoxy)-propane). RXN SMILES: [OH:1][CH2:2][CH:3]([OH:5])[CH3:4].[N+:6]([C:9]1[CH:14]=[CH:13][CH:12]=[CH:11][C:10]=1Cl)([O-:8])=[O:7].[OH-:16].[Na+]>CS(C)=O>[N+:6]([C:9]1[CH:14]=[CH:13][C:12]([O:1][CH2:2][CH:3]([O:5][C:12]2[CH:13]=[CH:14][C:9]([N+:6]([O-:7])=[O:16])=[CH:10][CH:11]=2)[CH3:4])=[CH:11][CH:10]=1)([O-:8])=[O:7] |f:2.3|. Reported procedure: 76 g (1 mol) 1,2-dihydroxypropane, 346.5 g (2.2 mols) nitrochlorobenzene and 140 g powdered sodium hydroxide were reacted following the procedure described in Example 1 in 600 ml DMSO. The reactants are CC1(OC(NC2=C1C=C(C=C2)B(O)O)=O)C ((1,4-dihydro-4,4-dimethyl-2-oxo-2H-3,1-benzoxazin-6-yl)boronic acid), BrC=1C=C(C=CC1)C1=NSC=N1 (3-[3-bromo-phenyl]-[1,2,4]thiadiazole). The product is S1N=C(N=C1)C1=C(C=CC=C1)C1=CC2=C(NC(OC2(C)C)=O)C=C1 (6-(1,2,4-thiadiazol-3-yl-phenyl)-4,4-dimethyl-1,4-dihydro-benzo[d][1,3]-oxazin-2-one). Yield: 35.0%. RXN SMILES: [CH3:1][C:2]1([CH3:16])[C:7]2[CH:8]=[C:9](B(O)O)[CH:10]=[CH:11][C:6]=2[NH:5][C:4](=[O:15])[O:3]1.Br[C:18]1[CH:19]=[C:20]([C:24]2[N:28]=[CH:27][S:26][N:25]=2)[CH:21]=[CH:22][CH:23]=1>>[S:26]1[CH:27]=[N:28][C:24]([C:20]2[CH:21]=[CH:22][CH:23]=[CH:18][C:19]=2[C:9]2[CH:10]=[CH:11][C:6]3[NH:5][C:4](=[O:15])[O:3][C:2]([CH3:16])([CH3:1])[C:7]=3[CH:8]=2)=[N:25]1. Procedure details: According to procedure B, (1,4-dihydro-4,4-dimethyl-2-oxo-2H-3,1-benzoxazin-6-yl)boronic acid was coupled with 3-[3-bromo-phenyl]-[1,2,4]thiadiazole to yield 6-(1,2,4-thiadiazol-3-yl-phenyl)-4,4-dimethyl-1,4-dihydro-benzo[d][1,3]-oxazin-2-one as an off-white solid (0.5 g, 35%): mp 214-216° C.; 1H-NMR (DMSO-d6) δ 10.40 (s, 1H), 10.36 (s, 1H), 8.49 (s, 1H), 8.23 (d, 1H, J=7.7 Hz), 7.83 (d, 1H, J=7.9 Hz), 7.66-7.61 (m, 3H), 7.02 (t, 1H, J=4.4 Hz), 1.70 (s, 6H); MS ((+)APCI) [M+H]+@ m/z 338. Starting materials: C1CCOC1, CS(=O)(=O)n1cc(-c2cccc(Cl)c2)c2cc(C(=O)c3ccc(Cl)cc3)ccc21, CCCC[N+](CCCC)(CCCC)CCCC, [F-]. The product is O=C(c1ccc(Cl)cc1)c1ccc2[nH]cc(-c3cccc(Cl)c3)c2c1. As a reaction SMILES: [CH2:48]1[O:49][CH2:50][CH2:51][CH2:52]1.[CH3:1][S:2](=[O:3])(=[O:4])[n:5]1[cH:6][c:7](-[c:23]2[cH:24][c:25]([Cl:29])[cH:26][cH:27][cH:28]2)[c:8]2[cH:9][c:10]([C:14]([c:15]3[cH:16][cH:17][c:18]([Cl:21])[cH:19][cH:20]3)=[O:22])[cH:11][cH:12][c:13]12.[CH3:31][CH2:32][CH2:33][CH2:34][N+:35]([CH2:36][CH2:37][CH2:38][CH3:39])([CH2:40][CH2:41][CH2:42][CH3:43])[CH2:44][CH2:45][CH2:46][CH3:47].[F-:30]>>[nH:5]1[cH:6][c:7](-[c:23]2[cH:24][c:25]([Cl:29])[cH:26][cH:27][cH:28]2)[c:8]2[cH:9][c:10]([C:14]([c:15]3[cH:16][cH:17][c:18]([Cl:21])[cH:19][cH:20]3)=[O:22])[cH:11][cH:12][c:13]12. The reactants are S=C1NC(SC1)=O (4-thioxo-1,3-thiazolidin-2-one), CS(=O)(=O)CCN (2-(methylsulfonyl)ethanamine). Run in C(C)O (ethanol). Conditions: time 3 hour. The product is CS(=O)(=O)CCNC1=NC(SC1)=O (4-{[2-(methylsulfonyl)ethyl]amino}-1,3-thiazol-2(5H)-one). The yield is 96.3%. Reaction SMILES: S=[C:2]1[CH2:6][S:5][C:4](=[O:7])[NH:3]1.[CH3:8][S:9]([CH2:12][CH2:13][NH2:14])(=[O:11])=[O:10]>C(O)C>[CH3:8][S:9]([CH2:12][CH2:13][NH:14][C:2]1[CH2:6][S:5][C:4](=[O:7])[N:3]=1)(=[O:11])=[O:10]. Procedure: To a solution of 4-thioxo-1,3-thiazolidin-2-one (865 mg) in ethanol (10 mL) was added 2-(methylsulfonyl)ethanamine (1 g), and the mixture was stirred at room temperature for 3 hr. The precipitate was collected by filtration to give the title compound (1.39 g). The reactants are COC=1C=CC(=C(OC[C@@H]2OC2)C1)[N+](=O)[O-] ((2R)-2-[(5-methoxy-2-nitrophenoxy)methyl]oxirane), C(C)N(C(C)C)C(C)C (N-ethyldiisopropylamine), C(C)(=O)OC(C)=O (acetic anhydride). The reagents and catalysts are [Pd] (Pd on charcoal). The solvent is C(C)(=O)OCC (ethyl acetate). Run at time 40 minute. The product is COC1=CC(=C(C=C1)NC(C)=O)OC[C@@H]1OC1 (N-(4-Methoxy-2-[(2R)-oxiran-2-ylmethoxy]phenyl)acetamide). The yield is 23.8%. As a reaction SMILES: [CH3:1][O:2][C:3]1[CH:4]=[CH:5][C:6]([N+:14]([O-])=O)=[C:7]([CH:13]=1)[O:8][CH2:9][C@H:10]1[CH2:12][O:11]1.C(N(C(C)C)C(C)C)C.[C:26](OC(=O)C)(=[O:28])[CH3:27]>C(OCC)(=O)C.[Pd]>[CH3:1][O:2][C:3]1[CH:4]=[CH:5][C:6]([NH:14][C:26](=[O:28])[CH3:27])=[C:7]([O:8][CH2:9][C@H:10]2[CH2:12][O:11]2)[CH:13]=1. Procedure details: A mixture of (2R)-2-[(5-methoxy-2-nitrophenoxy)methyl]oxirane (620 mg, 2.75 mmol), Pd on charcoal (10%) (250 mg), N-ethyldiisopropylamine (0.941 mL), acetic anhydride (0.52 mL, 5.5 mmol) in ethyl acetate (25 mL) was hydrogenated at normal pressure for 40 min. The catalyst was filtered off and the filtrate was concentrated. The residue was purified by silica gel flash chromatography (0-60% ethyl acetate in petroleum spirit) to give the subtitled compound (155 mg). Starting materials: ClC1=C(C=C(C=N1)C(=O)O)I (6-Chloro-5-iodo-3-pyridinecarboxylic acid), CCN(C(C)C)C(C)C (DIPEA), CN(C)C=O (DMF), O=S(Cl)Cl (SOCl2), ClC(OC1=CC=C(N)C=C1)(F)F (4-(chlorodifluoromethoxy)aniline). Run in C1CCOC1 (THF), C1CCOC1 (THF), C1(=CC=CC=C1)C (toluene). Conditions: temperature 80 celsius, time 1 hour. Yields the product ClC1=NC=C(C(=O)NC2=CC=C(C=C2)OC(F)(F)Cl)C=C1I (6-Chloro-N-(4-(chlorodifluoromethoxy)phenyl)-5-iodonicotinamide). As a reaction SMILES: [Cl:1][C:2]1[N:7]=[CH:6][C:5]([C:8]([OH:10])=O)=[CH:4][C:3]=1[I:11].CN(C=O)C.O=S(Cl)Cl.CCN(C(C)C)C(C)C.[Cl:30][C:31]([F:41])([F:40])[O:32][C:33]1[CH:39]=[CH:38][C:36]([NH2:37])=[CH:35][CH:34]=1>C1(C)C=CC=CC=1.C1COCC1>[Cl:1][C:2]1[C:3]([I:11])=[CH:4][C:5]([C:8]([NH:37][C:36]2[CH:38]=[CH:39][C:33]([O:32][C:31]([Cl:30])([F:40])[F:41])=[CH:34][CH:35]=2)=[O:10])=[CH:6][N:7]=1. Reported procedure: 6-Chloro-5-iodo-3-pyridinecarboxylic acid (18 g, 62.2 mmol) was suspended in toluene (125 mL). DMF (1.446 mL, 18.67 mmol) and SOCl2 (13.63 mL, 187 mmol) were added at RT. The RM was stirred at 80° C. for 1 h, cooled to RT then the solvent was evaporated off under reduced pressure to give a residue that was dissolved in THF (125 mL) and cooled to −15° C. DIPEA (21.74 mL, 124 mmol) was added at −15° C., and the cold mixture was treated dropwise with a solution of 4-(chlorodifluoromethoxy)aniline i... Reactants: [OH-].[Na+] (sodium hydroxide), C(C1=CC=CC=C1)OC1=CC=C(C=O)C=C1 (4-Benzyloxybenzaldehyde), CC(=O)CC (methylethyl ketone), [OH-].[Na+] (sodium hydroxide). The solvent is CO (methanol). Conditions: time 8 hour. Product: C1(=CC=CC=C1)COC1=CC=C(C=C1)C=CC(CC)=O (1-[4-(phenylmethoxy)phenyl]-1-penten-3-one). Reaction SMILES: [CH2:1]([O:8][C:9]1[CH:16]=[CH:15][C:12]([CH:13]=O)=[CH:11][CH:10]=1)[C:2]1[CH:7]=[CH:6][CH:5]=[CH:4][CH:3]=1.[CH3:17][C:18]([CH2:20][CH3:21])=[O:19].[OH-].[Na+]>CO>[C:2]1([CH2:1][O:8][C:9]2[CH:16]=[CH:15][C:12]([CH:13]=[CH:17][C:18](=[O:19])[CH2:20][CH3:21])=[CH:11][CH:10]=2)[CH:7]=[CH:6][CH:5]=[CH:4][CH:3]=1 |f:2.3|. Procedure: 4-Benzyloxybenzaldehyde (100 g) and 43.2 g of methylethyl ketone were added to 1.2 1 of methanol and stirred at 15°-20° C. during which 125 ml of sodium hydroxide (50%) was added dropwise. Following completion of the addition of sodium hydroxide, the mixture was stirred at room temperature for about 8 hours. The resultant solid was collected and washed with water and recrystallized from acetone to yield the desired subtitled intermediate, m.p. 123°-125° C. Starting materials: N(=NC(=O)OC(C)C)C(=O)OC(C)C (diisopropyl azodicarboxylate), ClC1=C(C=C(C=N1)O)F (6-chloro-5-fluoropyridin-3-ol), OC[C@H](C)NC(OC(C)(C)C)=O (tert-butyl [(1S)-2-hydroxy-1-methylethyl]carbamate), C1(=CC=CC=C1)P(C1=CC=CC=C1)C1=CC=CC=C1 (triphenylphosphine). Procedure details: To a mixture of 6-chloro-5-fluoropyridin-3-ol (2.43 g), tert-butyl [(1S)-2-hydroxy-1-methylethyl]carbamate (3.46 g), triphenylphosphine (6.48 g) and THF (25 mL) was added dropwise a toluene solution (1.9 M, 13.0 mL) of diisopropyl azodicarboxylate at room temperature, and the obtained mixture was stirred at room temperature for 3 days. The reaction mixture was concentrated under reduced pressure, and the residue was purified by silica gel column chromatography (hexane/ethyl acetate) to give the ... Isolated yield 57.4%. RXN SMILES: [Cl:1][C:2]1[N:7]=[CH:6][C:5]([OH:8])=[CH:4][C:3]=1[F:9].O[CH2:11][C@@H:12]([NH:14][C:15](=[O:21])[O:16][C:17]([CH3:20])([CH3:19])[CH3:18])[CH3:13].C1(P(C2C=CC=CC=2)C2C=CC=CC=2)C=CC=CC=1.N(C(OC(C)C)=O)=NC(OC(C)C)=O>C1(C)C=CC=CC=1.C1COCC1>[Cl:1][C:2]1[N:7]=[CH:6][C:5]([O:8][CH2:13][C@@H:12]([NH:14][C:15](=[O:21])[O:16][C:17]([CH3:18])([CH3:20])[CH3:19])[CH3:11])=[CH:4][C:3]=1[F:9]. The solvent is C1(=CC=CC=C1)C (toluene), C1CCOC1 (THF). Run at time 3 day. Yields the product ClC1=C(C=C(C=N1)OC[C@H](C)NC(OC(C)(C)C)=O)F (tert-butyl {(1S)-2-[(6-chloro-5-fluoropyridin-3-yl)oxy]-1-methylethyl}carbamate).